This data is from the Open Reaction Database (ORD), a public repository of structured organic reaction records. The task is: describe an organic reaction: reactants, conditions, products, and yield Starting materials: C(#N)C=1C(=C(SC1C)NC(=O)OCC)S(=O)(=O)N (4-cyano-2-ethoxycarbonylamino-5-methyl-thiophene-3-sulfonamide), C(CC)N=C=S (propyl isothiocyanate). As a reaction SMILES: [C:1]([C:3]1[C:4]([S:15]([NH2:18])(=[O:17])=[O:16])=[C:5]([NH:9][C:10]([O:12][CH2:13][CH3:14])=[O:11])[S:6][C:7]=1[CH3:8])#[N:2].[CH2:19]([N:22]=[C:23]=[S:24])[CH2:20][CH3:21]>>[C:1]([C:3]1[C:4]([S:15]([NH:18][C:23]([NH:22][CH2:19][CH2:20][CH3:21])=[S:24])(=[O:16])=[O:17])=[C:5]([NH:9][C:10]([O:12][CH2:13][CH3:14])=[O:11])[S:6][C:7]=1[CH3:8])#[N:2]. Procedure: The title compound was prepared from 4-cyano-2-ethoxycarbonylamino-5-methyl-thiophene-3-sulfonamide and propyl isothiocyanate in analogy with the synthesis described in Example 1-d; m.p. 167-168° C. Yields the product C(#N)C=1C(=C(SC1C)NC(=O)OCC)S(=O)(=O)NC(=S)NCCC (N-(4-Cyano-2-ethoxycarbonylamino-5-methyl-3-thienylsulfonyl)-N′-propylthiourea).